Dataset: the Open Reaction Database (ORD), a public repository of structured organic reaction records. Task: describe an organic reaction: reactants, conditions, products, and yield The yield is 88.2%. The reactants are C(C)(C)(C)OC(=O)C1(CCCCC1)C1=CC=C(C(=O)OC)C=C1 (methyl 4-[1-(tert-butoxycarbonyl)cyclohexyl]benzoate), [Li+].[OH-].O (LiOH water), resultant suspension. Reaction SMILES: [C:1]([O:5][C:6]([C:8]1([C:14]2[CH:23]=[CH:22][C:17]([C:18]([O:20]C)=[O:19])=[CH:16][CH:15]=2)[CH2:13][CH2:12][CH2:11][CH2:10][CH2:9]1)=[O:7])([CH3:4])([CH3:3])[CH3:2].[Li+].[OH-].O>O1CCCC1.O>[C:1]([O:5][C:6]([C:8]1([C:14]2[CH:15]=[CH:16][C:17]([C:18]([OH:20])=[O:19])=[CH:22][CH:23]=2)[CH2:13][CH2:12][CH2:11][CH2:10][CH2:9]1)=[O:7])([CH3:4])([CH3:2])[CH3:3] |f:1.2.3|. Procedure: To a solution of methyl 4-[1-(tert-butoxycarbonyl)cyclohexyl]benzoate (1) (0.273 g, 0.86 mmol) in tetrahydrofuran (5 ml) was added 0.63 N LiOH water solution (3 ml, 1.89 mmol) and the resultant suspension was stirred at ambient temperature for 5 days. The reaction mixture was diluted with water (20 ml) and saturated NaH2PO4 (5 ml), and the obtained suspension was extracted with ethyl acetate (2×30 ml). The extract was washed with brine (15 ml), dried (Na2SO4), and the solvent was removed in vacu... Yields the product C(C)(C)(C)OC(=O)C1(CCCCC1)C1=CC=C(C(=O)O)C=C1 (4-[1-(tert-Butoxycarbonyl)cyclohexyl]benzoic acid). The solvent is O (water), NaH2PO4, O1CCCC1 (tetrahydrofuran). Reactants: CC(C)(C)O, O, Cc1cc(O)ccc1CC(=O)O, O=S(=O)(O)O. Yields the product Cc1cc(O)c(C(C)(C)C)cc1CC(=O)O. RXN SMILES: [CH3:13][C:14]([CH3:15])([CH3:16])[OH:17].[OH2:23].[OH:1][c:2]1[cH:3][c:4]([CH3:12])[c:5]([CH2:8][C:9](=[O:10])[OH:11])[cH:6][cH:7]1.[S:18](=[O:19])(=[O:20])([OH:21])[OH:22]>>[OH:1][c:2]1[cH:3][c:4]([CH3:12])[c:5]([CH2:8][C:9](=[O:10])[OH:11])[cH:6][c:7]1[C:14]([CH3:13])([CH3:15])[CH3:16]. Starting materials: O (water), C(=O)(OCC1=CC=CC=C1)N([C@@H](C(C)C)C(=O)O)C (Z-N-Me-Val-OH), C(C)(C)(C)C=1C=C(C=CC1O)CC(C=1OC=NN1)N (2-(3-t-butyl-4-hydroxyphenyl)-1-(1,3,4-oxadiazol-2-yl)ethylamine), TEA. Run in C1CCOC1 (THF). Conditions: time 2 hour. The product is C(C)(C)(C)C=1C=C(C=CC1O)CC(C=1OC=NN1)NC(C(C(C)C)NC(=O)OCC1=CC=CC=C1)=O (2-benzyloxycarbonylamino-3-methylbutyric acid 2-(3-t-butyl-4-hydroxyphenyl)-1-(1,3,4-oxadiazol-2-yl)ethylamide). Yield: 90.2%. RXN SMILES: [C:1]([N:11](C)[C@H:12]([C:16]([OH:18])=O)[CH:13]([CH3:15])[CH3:14])([O:3][CH2:4][C:5]1[CH:10]=[CH:9][CH:8]=[CH:7][CH:6]=1)=[O:2].[C:20]([C:24]1[CH:25]=[C:26]([CH2:31][CH:32]([NH2:38])[C:33]2[O:34][CH:35]=[N:36][N:37]=2)[CH:27]=[CH:28][C:29]=1[OH:30])([CH3:23])([CH3:22])[CH3:21].O>C1COCC1>[C:20]([C:24]1[CH:25]=[C:26]([CH2:31][CH:32]([NH:38][C:16](=[O:18])[CH:12]([NH:11][C:1]([O:3][CH2:4][C:5]2[CH:6]=[CH:7][CH:8]=[CH:9][CH:10]=2)=[O:2])[CH:13]([CH3:14])[CH3:15])[C:33]2[O:34][CH:35]=[N:36][N:37]=2)[CH:27]=[CH:28][C:29]=1[OH:30])([CH3:23])([CH3:21])[CH3:22]. Procedure details: To a solution of Z-N-Me-Val-OH (914 mg, 3.45 mmol), 2-(3-t-butyl-4-hydroxyphenyl)-1-(1,3,4-oxadiazol-2-yl)ethylamine (0.75 g, 2.87 mmol) and CMPI (881 mg, 3.45 mmol) in THF (30 ml), TEA (0.96 ml) was added under cooling with ice and stirred at room temperature for 2 hours. The reaction mixture was mixed with water and extracted with ethyl acetate. The organic layer was washed with saturated brine, dried over anhydrous magnesium sulfate and evaporated to remove the solvent under reduced pressure;...